From a dataset of the Open Reaction Database (ORD), a public repository of structured organic reaction records. describe an organic reaction: reactants, conditions, products, and yield Reactants: C([O-])([O-])=O.[K+].[K+] (potassium carbonate), C(C1=CC=CC=C1)Br (benzyl bromide), OC1=C(C(=O)C2=C(C=C(C=C2)O)O)C=CC(=C1)O (2, 2',4,4'-tetrahydroxybenzophenone). The solvent is C(C)O (ethanol). The product is OC1=C(C(=O)C2=C(C=C(C=C2)OCC2=CC=CC=C2)O)C=CC(=C1)OCC1=CC=CC=C1 (2,2'-dihydroxy-4,4'-dibenzyloxybenzophenone). As a reaction SMILES: [OH:1][C:2]1[CH:17]=[C:16]([OH:18])[CH:15]=[CH:14][C:3]=1[C:4]([C:6]1[CH:11]=[CH:10][C:9](O)=[CH:8][C:7]=1[OH:13])=[O:5].[C:19](=[O:22])([O-])[O-].[K+].[K+].[CH2:25](Br)[C:26]1[CH:31]=[CH:30][CH:29]=[CH:28][CH:27]=1>C(O)C>[OH:13][C:7]1[CH:8]=[C:9]([O:22][CH2:19][C:2]2[CH:17]=[CH:16][CH:15]=[CH:14][CH:3]=2)[CH:10]=[CH:11][C:6]=1[C:4]([C:3]1[CH:14]=[CH:15][C:16]([O:18][CH2:25][C:26]2[CH:31]=[CH:30][CH:29]=[CH:28][CH:27]=2)=[CH:17][C:2]=1[OH:1])=[O:5] |f:1.2.3|. Reported procedure: 12.3 parts of 2, 2',4,4'-tetrahydroxybenzophenone are dissolved in 150 parts absolute ethanol. After adding 7 parts potassium carbonate and 17.1 parts benzyl bromide, the mixture is heated on reflux overnight. After cooling to room temperature the crystals are filtered off and washed with 300 parts ethanol and dried. The compound of Example 10 has the following formula: ##STR16## Yield: 19.8 parts (92.5% of theory). Melting point: 140-142° C. The reactants are C(C)C(C#CC(O)C1=CC=C(C=C1)SC)(CC)O (4-ethyl-1-{4-(methylthio)phenyl}-2-hexyn-1,4-diol), [Cr](=O)(=O)([O-])O[Cr](=O)(=O)[O-].[NH+]1=CC=CC=C1.[NH+]1=CC=CC=C1 (pyridinium dichromate). Run in ClCCl (dichloromethane). Conditions: time 12 hour. The product is C(C)C(C#CC(=O)C1=CC=C(C=C1)SC)(CC)O (4-ethyl-4-hydroxy-1-{4-(methylthio)phenyl}-2-hexyn-1-one). The yield is 71.5%. As a reaction SMILES: [CH2:1]([C:3]([OH:18])([CH2:16][CH3:17])[C:4]#[C:5][CH:6]([C:8]1[CH:13]=[CH:12][C:11]([S:14][CH3:15])=[CH:10][CH:9]=1)[OH:7])[CH3:2].[Cr](O[Cr]([O-])(=O)=O)([O-])(=O)=O.[NH+]1C=CC=CC=1.[NH+]1C=CC=CC=1>ClCCl>[CH2:1]([C:3]([OH:18])([CH2:16][CH3:17])[C:4]#[C:5][C:6]([C:8]1[CH:13]=[CH:12][C:11]([S:14][CH3:15])=[CH:10][CH:9]=1)=[O:7])[CH3:2] |f:1.2.3|. Reported procedure: To a stirred suspension of celite (20 g) and 4-ethyl-1-{4-(methylthio)phenyl}-2-hexyn-1,4-diol (11 g) in 300 ml dichloromethane, was added 25 g of pyridinium dichromate at 0° C. Then the reaction mixture was stirred for 12 hours at room temperature. The insoluble and metallic substances were removed by filtration through Florisil. The filtrate was extracted with dilute aqueous HCl and dichloromethane (150 ml×3). The organic layer was then washed with brine and dried over anhydrous magnesium sulf...